From a dataset of the Open Reaction Database (ORD), a public repository of structured organic reaction records. describe an organic reaction: reactants, conditions, products, and yield The reactants are C(C(=O)O)(=O)O.CC(CC1=CC(=C(C=C1)OC)OC)NCC(C1=C(C=CC=C1)OCC1=CC=CC=C1)O (α-[(α-methyl-3,4-dimethoxyphenethylamino)methyl]-2-benzyloxybenzylalcohol oxalate), CO (methanol). Reagents/catalysts: [C].[Pd] (palladium-carbon). Solvent: [H][H] (hydrogen), [H][H] (hydrogen). The product is C(C(=O)O)(=O)O.CC(CC1=CC(=C(C=C1)OC)OC)NCC(C1=C(C=CC=C1)O)O (α-[(α-methyl-3,4-dimethoxyphenethylamino)methyl]-2-hydroxybenzylalcohol oxalate). Reaction SMILES: [C:1]([OH:6])(=[O:5])[C:2]([OH:4])=[O:3].[CH3:7][CH:8]([NH:20][CH2:21][CH:22]([OH:37])[C:23]1[CH:28]=[CH:27][CH:26]=[CH:25][C:24]=1[O:29]CC1C=CC=CC=1)[CH2:9][C:10]1[CH:15]=[CH:14][C:13]([O:16][CH3:17])=[C:12]([O:18][CH3:19])[CH:11]=1.CO>[H][H].[C].[Pd]>[C:1]([OH:6])(=[O:5])[C:2]([OH:4])=[O:3].[CH3:7][CH:8]([NH:20][CH2:21][CH:22]([OH:37])[C:23]1[CH:28]=[CH:27][CH:26]=[CH:25][C:24]=1[OH:29])[CH2:9][C:10]1[CH:15]=[CH:14][C:13]([O:16][CH3:17])=[C:12]([O:18][CH3:19])[CH:11]=1 |f:0.1,4.5,6.7|. Procedure: A mixture of one g of α-[(α-methyl-3,4-dimethoxyphenethylamino)methyl]-2-benzyloxybenzylalcohol oxalate [the diastereoisomer of M.p. 152°-153° C. (decomp.)], 0.2 g of 10% palladium-carbon and 15 ml of 90% aqueous methanol is shaken at room temperature in hydrogen atmosphere under atmospheric pressure. After hydrogen uptake is completed, insoluble materials are removed by filtration, and the filtrate is condensed. The residue thus obtained is recrystallized from ethanol. 0.72 g of α-[(α-methyl-3,... The reactants are CS(=O)(=O)C1=NC=CC(=C1)[C@H](CC)NS(=O)C(C)(C)C (2-methyl-propane-2-sulfinic acid [(S)-1-(2-methanesulfonyl-pyridin-4-yl)-propyl]-amide), Cl (HCl), O1CCOCC1 (dioxane). Run in CO (methanol). Reaction conditions: time 1 hour. Yields the product Cl.CS(=O)(=O)C1=NC=CC(=C1)[C@H](CC)N ((S)-1-(2-Methanesulfonyl-pyridin-4-yl)-propylamine hydrochloride salt). As a reaction SMILES: [CH3:1][S:2]([C:5]1[CH:10]=[C:9]([C@@H:11]([NH:14]S(C(C)(C)C)=O)[CH2:12][CH3:13])[CH:8]=[CH:7][N:6]=1)(=[O:4])=[O:3].[ClH:21].O1CCOCC1>CO>[ClH:21].[CH3:1][S:2]([C:5]1[CH:10]=[C:9]([C@@H:11]([NH2:14])[CH2:12][CH3:13])[CH:8]=[CH:7][N:6]=1)(=[O:4])=[O:3] |f:4.5|. Procedure details: To a solution of 2-methyl-propane-2-sulfinic acid [(S)-1-(2-methanesulfonyl-pyridin-4-yl)-propyl]-amide (26 g, 82 mmol) in methanol (150 mL) was added a solution of 4 N HCl in dioxane (22.5 ml, 89.8 mmol) and stirred for 1 hour. The solution was concentrated to half the original volume and diluted with toluene (100 mL), and concentrated. The crude material was co-evaporated from toluene (3×100 mL) and dried in vacuo for 18 hours to afford the title compound as an off-white solid. Starting materials: C(C)(=O)Cl (Acetyl chloride), NC(CN[C@H]1[C@@H](CC2=CC=CC=C12)NC(=O)C=1NC2=CC=C(C=C2C1)Cl)=O (N-{(1R,2R)-1-[(2-amino-2-oxoethyl)amino]-2,3-dihydro-1H-inden-2-yl}-5-chloro-1H-indole-2-carboxamide). Solvent: C1CCOC1 (THF). Run at time 1 hour. The product is C(C)(=O)N([C@H]1[C@@H](CC2=CC=CC=C12)NC(=O)C=1NC2=CC=C(C=C2C1)Cl)CC(=O)N (N-{(1R,2R)-1-[Acetyl(2-amino-2-oxoethyl)amino]-2,3-dihydro-1H-inden-2-yl}-5-chloro-1H-indole-2-carboxamide). The yield is 29.4%. Reaction SMILES: [C:1](Cl)(=[O:3])[CH3:2].[NH2:5][C:6](=[O:31])[CH2:7][NH:8][C@@H:9]1[C:17]2[C:12](=[CH:13][CH:14]=[CH:15][CH:16]=2)[CH2:11][C@H:10]1[NH:18][C:19]([C:21]1[NH:22][C:23]2[C:28]([CH:29]=1)=[CH:27][C:26]([Cl:30])=[CH:25][CH:24]=2)=[O:20]>C1COCC1>[C:1]([N:8]([CH2:7][C:6]([NH2:5])=[O:31])[C@@H:9]1[C:17]2[C:12](=[CH:13][CH:14]=[CH:15][CH:16]=2)[CH2:11][C@H:10]1[NH:18][C:19]([C:21]1[NH:22][C:23]2[C:28]([CH:29]=1)=[CH:27][C:26]([Cl:30])=[CH:25][CH:24]=2)=[O:20])(=[O:3])[CH3:2]. Reported procedure: Acetyl chloride (20 μL, 0.32 mmol) was added to a solution of N-{(1R,2R)-1-[(2-amino-2-oxoethyl)amino]-2,3-dihydro-1H-inden-2-yl}-5-chloro-1H-indole-2-carboxamide (Example 27, 122 mg, 0.32 mmol) in THF (10 mL). The reaction was stirred at ambient temperature for 1 h. The volatiles were removed by evaporation under reduced pressure the residue dissolved in EtOAc (50 mL), washed with water (2×10 mL), brine (10 mL) and dried (MgSO4). The volatiles were removed by evaporation under reduced pressure ... Starting materials: O=Cc1ccccc1, O=C1CCCC1. Yields the product O=C1CCCC1=Cc1ccccc1. Reaction SMILES: [CH:1](=[O:2])[c:3]1[cH:4][cH:5][cH:6][cH:7][cH:8]1.[O:9]=[C:10]1[CH2:11][CH2:12][CH2:13][CH2:14]1>>[CH:1]([c:3]1[cH:4][cH:5][cH:6][cH:7][cH:8]1)=[C:11]1[C:10](=[O:9])[CH2:14][CH2:13][CH2:12]1. Reactants: ClC=1C2=C(N=CN1)NC=C2 (4-Chloro-7H-pyrrolo[2,3-d]pyrimidine), [B-](F)(F)(F)F.[B-](F)(F)(F)F.C1C[N+]2(CC[N+]1(CC2)CCl)F (Selectfluor). The solvent is C(C)#N (acetonitrile), CC(=O)O (AcOH). Reaction conditions: temperature 70 celsius, time 16 hour. The product is ClC=1C2=C(N=CN1)NC=C2F (4-chloro-5-fluoro-7H-pyrrolo[2,3-d]pyrimidine). RXN SMILES: [Cl:1][C:2]1[C:3]2[CH:10]=[CH:9][NH:8][C:4]=2[N:5]=[CH:6][N:7]=1.[B-](F)(F)(F)[F:12].[B-](F)(F)(F)F.C1[N+]2(CCl)CC[N+](F)(CC2)C1>C(#N)C.CC(O)=O>[Cl:1][C:2]1[C:3]2[C:10]([F:12])=[CH:9][NH:8][C:4]=2[N:5]=[CH:6][N:7]=1 |f:1.2.3|. Reported procedure: 4-Chloro-7H-pyrrolo[2,3-d]pyrimidine (E-1) (5.01 g, 32.6 mmol, 1 eq) and Selectfluor (17.32 g, 48.9 mmol, 1.5 eq) are dissolved in a mixture of dry acetonitrile (250 mL) and AcOH (50 mL). The resulting mixture is stirred at 70° C. under argon for 16 h. The mixture is concentrated in vacuo. The residue is dissolved in a mixture of DCM-ethyl acetate (1:1, 50 mL) and filtered through celite. The filtrate is concentrated in vacuo and the residue is purified by flash chromatography on silica gel (0-0... Reactants: ClC1=CC(=NC=C1I)N (4-chloro-5-iodo-pyridin-2-ylamine), C(=O)(C(F)(F)F)O (TFA), N(=O)OC(C)(C)C (tert-butyl nitrite), resultant mixture. Run in CO (methanol). Conditions: time 16 hour. Yields the product ClC1=CC(=NC=C1I)OC (4-Chloro-5-iodo-2-methoxy-pyridine). Yield: 92.5%. As a reaction SMILES: [Cl:1][C:2]1[C:7]([I:8])=[CH:6][N:5]=[C:4](N)[CH:3]=1.[C:10](O)(C(F)(F)F)=[O:11].N(OC(C)(C)C)=O>CO>[Cl:1][C:2]1[C:7]([I:8])=[CH:6][N:5]=[C:4]([O:11][CH3:10])[CH:3]=1. Procedure: To a solution of 4-chloro-5-iodo-pyridin-2-ylamine (64.2 g, 0.25 mol) in methanol (1.1 L) and TFA (93.7 mL, 1.26 mol) was added tert-butyl nitrite (150 mL, 1.26 mol) so as to maintain temperature less than 3° C. The resultant mixture was stirred at RT for 1 h then allowed to warm to RT and stirred for 16 h. The reaction was quenched by the careful addition of water then concentrated in vacuo to ¼ volume. The resultant residue was treated with water (1 L) and the precipitate formed collected by f... Reactants: CN1CCCC1=O, Cl, Nc1cccc(Oc2ccc3nc(NC(=O)C4CC4)cn3n2)c1, [Na+], O=C([O-])O, O=C(Cl)c1ccccn1. The product is O=C(Nc1cccc(Oc2ccc3nc(NC(=O)C4CC4)cn3n2)c1)c1ccccn1. RXN SMILES: [CH3:39][N:40]1[CH2:41][CH2:42][CH2:43][C:44]1=[O:45].[ClH:24].[NH2:1][c:2]1[cH:3][c:4]([O:5][c:6]2[cH:7][cH:8][c:9]3[n:10]([n:11]2)[cH:12][c:13]([NH:15][C:16](=[O:17])[CH:18]2[CH2:19][CH2:20]2)[n:14]3)[cH:21][cH:22][cH:23]1.[Na+:34].[OH:35][C:36](=[O:37])[O-:38].[n:25]1[c:26]([C:31](=[O:32])[Cl:33])[cH:27][cH:28][cH:29][cH:30]1>>[NH:1]([c:2]1[cH:3][c:4]([O:5][c:6]2[cH:7][cH:8][c:9]3[n:10]([n:11]2)[cH:12][c:13]([NH:15][C:16](=[O:17])[CH:18]2[CH2:19][CH2:20]2)[n:14]3)[cH:21][cH:22][cH:23]1)[C:31]([c:26]1[n:25][cH:30][cH:29][cH:28][cH:27]1)=[O:32]. The reactants are Clc1ncnc2ccc(Br)cc12, CCCC[Sn](CCCC)(CCCC)c1cccs1, Cc1ccccc1. Yields the product Brc1ccc2ncnc(-c3cccs3)c2c1. RXN SMILES: [Br:1][c:2]1[cH:3][c:4]2[c:5]([Cl:12])[n:6][cH:7][n:8][c:9]2[cH:10][cH:11]1.[CH2:13]([Sn:14]([CH2:15][CH2:16][CH2:17][CH3:23])([c:18]1[s:19][cH:20][cH:21][cH:22]1)[CH2:24][CH2:25][CH2:26][CH3:27])[CH2:28][CH2:29][CH3:30].[CH3:31][c:32]1[cH:33][cH:34][cH:35][cH:36][cH:37]1>>[Br:1][c:2]1[cH:3][c:4]2[c:5](-[c:18]3[s:19][cH:20][cH:21][cH:22]3)[n:6][cH:7][n:8][c:9]2[cH:10][cH:11]1.